Dataset: the Open Reaction Database (ORD), a public repository of structured organic reaction records. Task: describe an organic reaction: reactants, conditions, products, and yield Starting materials: CC(C)(C)[O-], CN(C)C=O, CCOC(C)=O, CC(=O)O, Cc1c(Cl)cccc1[N+](=O)[O-], [K+], CCCCON=O, O. Product: O=[N+]([O-])c1cccc(Cl)c1C=NO. RXN SMILES: [CH3:19][C:20]([CH3:21])([O-:22])[CH3:23].[CH3:26][N:27]([CH3:28])[CH:29]=[O:30].[CH3:31][CH2:32][O:33][C:34](=[O:35])[CH3:36].[CH3:37][C:38](=[O:39])[OH:40].[Cl:8][c:9]1[c:10]([CH3:18])[c:11]([N+:15](=[O:16])[O-:17])[cH:12][cH:13][cH:14]1.[K+:24].[N:1](=[O:2])[O:3][CH2:4][CH2:5][CH2:6][CH3:7].[OH2:25]>>[N:1]([OH:2])=[CH:18][c:10]1[c:9]([Cl:8])[cH:14][cH:13][cH:12][c:11]1[N+:15](=[O:16])[O-:17]. Starting materials: CC(C)(C)[Si](C)(C)OCCn1cc([N+](=O)[O-])cn1, CCO. Product: CC(C)(C)[Si](C)(C)OCCn1cc(N)cn1. As a reaction SMILES: [C:1]([CH3:2])([CH3:3])([CH3:4])[Si:5]([O:6][CH2:7][CH2:8][n:9]1[n:10][cH:11][c:12]([N+:14]([O-:15])=[O:16])[cH:13]1)([CH3:17])[CH3:18].[CH3:19][CH2:20][OH:21]>>[C:1]([CH3:2])([CH3:3])([CH3:4])[Si:5]([O:6][CH2:7][CH2:8][n:9]1[n:10][cH:11][c:12]([NH2:14])[cH:13]1)([CH3:17])[CH3:18].